From a dataset of the Open Reaction Database (ORD), a public repository of structured organic reaction records. describe an organic reaction: reactants, conditions, products, and yield Reactants: CC(C)(C)OC(=O)N1CCCC1C(=O)O, CCN=C=NCCCN(C)C, CNC1CC1, Cl, CN(C)C=O, On1nnc2ccccc21. As a reaction SMILES: [C:1]([CH3:2])([CH3:3])([CH3:4])[O:5][C:6](=[O:7])[N:8]1[CH:9]([C:13](=[O:14])[OH:15])[CH2:10][CH2:11][CH2:12]1.[CH3:32][CH2:33][N:34]=[C:35]=[N:36][CH2:37][CH2:38][CH2:39][N:40]([CH3:41])[CH3:42].[CH:17]1([NH:20][CH3:21])[CH2:18][CH2:19]1.[ClH:16].[O:43]=[CH:44][N:45]([CH3:46])[CH3:47].[OH:22][n:23]1[c:24]2[c:25]([cH:26][cH:27][cH:28][cH:29]2)[n:30][n:31]1>>[C:1]([CH3:2])([CH3:3])([CH3:4])[O:5][C:6](=[O:7])[N:8]1[CH:9]([C:13](=[O:15])[N:20]([CH:17]2[CH2:18][CH2:19]2)[CH3:21])[CH2:10][CH2:11][CH2:12]1. The product is CN(C(=O)C1CCCN1C(=O)OC(C)(C)C)C1CC1. Reactants: BrC=1C=C(C=NC1)N1C2CN3CC(CC(C1)C3)C2 (4-(5-Bromopyridin-3-yl)-1,4-diazatricyclo[4.3.1.13,8]undecane), N1=CN=CC(=C1)B(O)O (pyrimidin-5-ylboronic acid). Product: N1=CN=CC(=C1)C=1C=C(C=NC1)N1C2CN3CC(CC(C1)C3)C2 (4-(5-pyrimidin-5-ylpyridin-3-yl)-1,4-diazatricyclo[4.3.1.13,8]undecane). RXN SMILES: Br[C:2]1[CH:3]=[C:4]([N:8]2[CH2:16][CH:15]3[CH2:17][N:11]4[CH2:12][CH:13]([CH2:18][CH:9]2[CH2:10]4)[CH2:14]3)[CH:5]=[N:6][CH:7]=1.[N:19]1[CH:24]=[C:23](B(O)O)[CH:22]=[N:21][CH:20]=1>>[N:19]1[CH:24]=[C:23]([C:2]2[CH:3]=[C:4]([N:8]3[CH2:16][CH:15]4[CH2:17][N:11]5[CH2:12][CH:13]([CH2:18][CH:9]3[CH2:10]5)[CH2:14]4)[CH:5]=[N:6][CH:7]=2)[CH:22]=[N:21][CH:20]=1. Procedure details: The title compound was prepared from the product of Example 65A and pyrimidin-5-ylboronic acid according to General Method B: LC-MS Method B (ESI+) m/z 308.0 (M+H)+, retention time 1.45 minutes.